From a dataset of the Open Reaction Database (ORD), a public repository of structured organic reaction records. describe an organic reaction: reactants, conditions, products, and yield The reactants are CC(C)(C)[Si](C)(C)Oc1ccc(C2CCCN3CCS(=O)(=O)N=C23)cc1, CC(=O)O, Cl. Yields the product O=S1(=O)CCN2CCCC(c3ccc(O)cc3)C2=N1. As a reaction SMILES: [C:1]([Si:2]([CH3:3])([CH3:4])[O:6][c:7]1[cH:8][cH:9][c:10]([CH:13]2[CH2:14][CH2:15][CH2:16][N:17]3[C:18]2=[N:19][S:20](=[O:23])(=[O:24])[CH2:21][CH2:22]3)[cH:11][cH:12]1)([CH3:5])([CH3:25])[CH3:26].[C:28]([OH:29])(=[O:30])[CH3:31].[ClH:27]>>[OH:6][c:7]1[cH:8][cH:9][c:10]([CH:13]2[CH2:14][CH2:15][CH2:16][N:17]3[C:18]2=[N:19][S:20](=[O:23])(=[O:24])[CH2:21][CH2:22]3)[cH:11][cH:12]1. Starting materials: NC1=NC(=C(C(=N1)C1=CC2=C(OCO2)C=C1)C#N)S(=O)(=O)C (2-amino-4-benzo[1,3]dioxol-5-yl-6-methanesulfonyl-pyrimidine-5-carbonitrile), C1(=CC=CC=C1)S (thiophenol), C1CCC2=NCCCN2CC1 (DBU). Solvent: COCCOC (DME). The product is NC1=NC(=C(C(=N1)C1=CC2=C(OCO2)C=C1)C#N)SC1=CC=CC=C1 (2-Amino-4-benzo[1,3]dioxol-5-yl-6-phenylsulfanyl-pyrimidine-5-carbonitrile). Reaction SMILES: [NH2:1][C:2]1[N:7]=[C:6]([C:8]2[CH:16]=[CH:15][C:11]3[O:12][CH2:13][O:14][C:10]=3[CH:9]=2)[C:5]([C:17]#[N:18])=[C:4]([S:19]([CH3:22])(=O)=O)[N:3]=1.[C:23]1(S)[CH:28]=[CH:27]C=[CH:25][CH:24]=1.C1CCN2C(=NCCC2)CC1>COCCOC>[NH2:1][C:2]1[N:7]=[C:6]([C:8]2[CH:16]=[CH:15][C:11]3[O:12][CH2:13][O:14][C:10]=3[CH:9]=2)[C:5]([C:17]#[N:18])=[C:4]([S:19][C:22]2[CH:27]=[CH:28][CH:23]=[CH:24][CH:25]=2)[N:3]=1. Procedure: From 2-amino-4-benzo[1,3]dioxol-5-yl-6-methanesulfonyl-pyrimidine-5-carbonitrile, thiophenol and DBU in DME. EI-MS m/e (%): 348 (M+, 96), 347 ([M—H]+, 100). Reactants: O=C(\C=C\1/CN2C(CC2O1)=O)C ((E)-3-(2-Oxopropylidene)-4-oxa-1-azabicyclo[3.2.0]heptan-7-one), [H-].C(C(C)C)[Al+]CC(C)C (di-iso butyl aluminium hydride). The solvent is C1=CC=CC=C1 (benzene), C(C)(=O)OCC (ethyl acetate), [Cl-].[Na+].O (brine). The product is OC(\C=C\1/CN2C(CC2O1)=O)C ((E)-3-(2-Hydroxypropylidene)-4-oxa-1-azabicyclo[3.2.0]heptan-7-one). Reaction SMILES: [O:1]=[C:2]([CH3:12])/[CH:3]=[C:4]1\[CH2:5][N:6]2[CH:9]([O:10]\1)[CH2:8][C:7]2=[O:11].[H-].C([Al+]CC(C)C)C(C)C>C1C=CC=CC=1.C(OCC)(=O)C.[Cl-].[Na+].O>[OH:1][CH:2]([CH3:12])/[CH:3]=[C:4]1\[CH2:5][N:6]2[CH:9]([O:10]\1)[CH2:8][C:7]2=[O:11] |f:1.2,5.6.7|. Procedure details: (E)-3-(2-Oxopropylidene)-4-oxa-1-azabicyclo[3.2.0]heptan-7-one (145 mg., 0.87 mmole) was dissolved in dry benzene (6 ml.) and the solution was stirred and ice-cooled under a dry nitrogen atmosphere while di-iso butyl aluminium hydride (20% solution in toluene, 0.7 ml., 0.98 mmole) was added dropwise. After addition, the mixture was stirred at 0° under dry nitrogen for 4 hours. The mixture was then diluted with ethyl acetate and the solution was shaken with saturated brine. The mixture was filter... Starting materials: ClC1=NC(=CC(=C1[N+](=O)[O-])N)Cl (2,6-dichloro-3-nitropyridin-4-amine), O (water), Cl (HCl). Reagents/catalysts: [Fe] (iron). The solvent is C(C)O (ethanol). Conditions: temperature 95 celsius, time 16 hour. Product: ClC1=NC(=CC(=C1N)N)Cl (2,6-dichloropyridine-3,4-diamine). Yield: 86.5%. Reaction SMILES: [Cl:1][C:2]1[C:7]([N+:8]([O-])=O)=[C:6]([NH2:11])[CH:5]=[C:4]([Cl:12])[N:3]=1.O.Cl>C(O)C.[Fe]>[Cl:1][C:2]1[C:7]([NH2:8])=[C:6]([NH2:11])[CH:5]=[C:4]([Cl:12])[N:3]=1. Procedure: To a solution of 2,6-dichloro-3-nitropyridin-4-amine in ethanol (150 mL) was added iron powder (14.3 g, 0.255 mol), water (46 mL), and then concentrated HCl (28 mL). The reaction mixture was then stirred at 95° C. for 16 hours, cooled to room temperature, and neutralized. The precipitates were collected by filtration and dried in vacuo. The crude product was then treated with water (200 mL) and extracted with EtOAc (3×200 mL). The combined extracts were dried over anhydrous Na2SO4, filtered, and... Reactants: CC(=O)O[BH-](OC(C)=O)OC(C)=O, CC(=O)O, ClCCl, CC(O)(c1ccc(N2CCN(S(=O)(=O)c3cccs3)CC2CN)cc1)C(F)(F)F, [Na+], O=C1COC1. Yields the product CC(O)(c1ccc(N2CCN(S(=O)(=O)c3cccs3)CC2CNC2COC2)cc1)C(F)(F)F. As a reaction SMILES: [C:39]([O:40][BH-:41]([O:42][C:43](=[O:44])[CH3:45])[O:46][C:47](=[O:48])[CH3:49])(=[O:50])[CH3:51].[CH3:35][C:36](=[O:37])[OH:38].[Cl:53][CH2:54][Cl:55].[NH2:1][CH2:2][CH:3]1[N:4]([c:17]2[cH:18][cH:19][c:20]([C:23]([C:24]([F:25])([F:26])[F:27])([CH3:28])[OH:29])[cH:21][cH:22]2)[CH2:5][CH2:6][N:7]([S:9](=[O:10])(=[O:11])[c:12]2[s:13][cH:14][cH:15][cH:16]2)[CH2:8]1.[Na+:52].[O:30]1[CH2:31][C:32](=[O:34])[CH2:33]1>>[NH:1]([CH2:2][CH:3]1[N:4]([c:17]2[cH:18][cH:19][c:20]([C:23]([C:24]([F:25])([F:26])[F:27])([CH3:28])[OH:29])[cH:21][cH:22]2)[CH2:5][CH2:6][N:7]([S:9](=[O:10])(=[O:11])[c:12]2[s:13][cH:14][cH:15][cH:16]2)[CH2:8]1)[CH:32]1[CH2:31][O:30][CH2:33]1. The reactants are [BH3-]C#N.[Na+] (NaBH3CN), CC(=O)O (HOAc), C=O (CH2O), NC=1C=C(CNC(OC(C)(C)C)=O)C=C(C1)OC (tert-butyl 3-amino-5-methoxybenzylcarbamate). The solvent is CC#N (CH3CN), CCOCC.O (Et2O water). Conditions: time 8 hour. The product is CN(C=1C=C(CNC(OC(C)(C)C)=O)C=C(C1)OC)C (tert-butyl 3-(dimethylamino)-5-methoxybenzylcarbamate). The yield is 58.0%. Reaction SMILES: C=O.N[C:4]1[CH:5]=[C:6]([CH:16]=[C:17]([O:19][CH3:20])[CH:18]=1)[CH2:7][NH:8][C:9](=[O:15])[O:10][C:11]([CH3:14])([CH3:13])[CH3:12].[BH3-][C:22]#[N:23].[Na+].[CH3:25]C(O)=O>CC#N.CCOCC.O>[CH3:25][N:23]([CH3:22])[C:4]1[CH:5]=[C:6]([CH:16]=[C:17]([O:19][CH3:20])[CH:18]=1)[CH2:7][NH:8][C:9](=[O:15])[O:10][C:11]([CH3:14])([CH3:13])[CH3:12] |f:2.3,6.7|. Procedure: CH2O (aq, 37%) (0.12 ml, 0.127 g, 1.56 mmol, 4 eq) was added to a stirred solution of tert-butyl 3-amino-5-methoxybenzylcarbamate (0.0975 g, 0.39 mmol, 1 eq) in 5 ml CH3CN. After 10 min NaBH3CN (0.056 g, 0.897 mmol, 2.3 eq) was added. The reaction was adjusted to pH {tilde over ( )} 7 with HOAc. After stirring overnight the reaction was diluted with Et2O/water and the layers were separated. The organic layer was washed with saturated aqueous NaHCO3 (×2), water (×3), brine (×1), and dried over Na... Starting materials: [Br-], C1CCOC1, C[P+](c1ccccc1)(c1ccccc1)c1ccccc1, CS(C)=O, CCOC(C)=O, [H-], [Na+], CC(C)(C)OC(=O)N1CCC(=O)CC1, O. Product: C=C1CCN(C(=O)OC(C)(C)C)CC1. As a reaction SMILES: [Br-:22].[CH2:43]1[O:44][CH2:45][CH2:46][CH2:47]1.[CH3:23][P+:24]([c:25]1[cH:26][cH:27][cH:28][cH:29][cH:30]1)([c:31]1[cH:32][cH:33][cH:34][cH:35][cH:36]1)[c:37]1[cH:38][cH:39][cH:40][cH:41][cH:42]1.[CH3:3][S:4]([CH3:5])=[O:6].[CH3:48][CH2:49][O:50][C:51](=[O:52])[CH3:53].[H-:1].[Na+:2].[O:7]=[C:8]1[CH2:9][CH2:10][N:11]([C:14](=[O:15])[O:16][C:17]([CH3:18])([CH3:19])[CH3:20])[CH2:12][CH2:13]1.[OH2:21]>>[CH2:3]=[C:8]1[CH2:9][CH2:10][N:11]([C:14](=[O:15])[O:16][C:17]([CH3:18])([CH3:19])[CH3:20])[CH2:12][CH2:13]1.